This data is from the Open Reaction Database (ORD), a public repository of structured organic reaction records. The task is: describe an organic reaction: reactants, conditions, products, and yield Reactants: COC(C1=CC=C(C=C1)NS(=O)(=O)C=1C=C2C=C(C=C(C2=CC1)S(=O)(=O)NC1=CC=C(C(=O)OC)C=C1)S(=O)(=O)NC1=CC=C(C(=O)OC)C=C1)=O (4,4',4"-[1,3,6-naphthalenetriyltris(sulfonylimino)]tribenzoic acid trimethyl ester), [OH-].[Na+] (sodium hydroxide), C(C)(=O)O (acetic acid). The solvent is C(C)O (ethanol). Conditions: time 45 minute. Yields the product [Na+].[Na+].[Na+].C1(=CC(=CC2=CC(=CC=C12)S(=O)(=O)NC1=CC=C(C(=O)[O-])C=C1)S(=O)(=O)NC1=CC=C(C(=O)[O-])C=C1)S(=O)(=O)NC1=CC=C(C(=O)[O-])C=C1 (4,4',4"-[1,3,6-Naphthalenetriyltris(sulfonylimino)]tribenzoic acid trisodium salt). Reaction SMILES: C[O:2][C:3](=[O:52])[C:4]1[CH:9]=[CH:8][C:7]([NH:10][S:11]([C:14]2[CH:15]=[C:16]3[C:21](=[CH:22][CH:23]=2)[C:20]([S:24]([NH:27][C:28]2[CH:37]=[CH:36][C:31]([C:32]([O:34]C)=[O:33])=[CH:30][CH:29]=2)(=[O:26])=[O:25])=[CH:19][C:18]([S:38]([NH:41][C:42]2[CH:51]=[CH:50][C:45]([C:46]([O:48]C)=[O:47])=[CH:44][CH:43]=2)(=[O:40])=[O:39])=[CH:17]3)(=[O:13])=[O:12])=[CH:6][CH:5]=1.C(O)(=O)C.[OH-].[Na+:58]>C(O)C>[Na+:58].[Na+:58].[Na+:58].[C:20]1([S:24]([NH:27][C:28]2[CH:37]=[CH:36][C:31]([C:32]([O-:34])=[O:33])=[CH:30][CH:29]=2)(=[O:26])=[O:25])[C:21]2[C:16](=[CH:15][C:14]([S:11]([NH:10][C:7]3[CH:8]=[CH:9][C:4]([C:3]([O-:52])=[O:2])=[CH:5][CH:6]=3)(=[O:12])=[O:13])=[CH:23][CH:22]=2)[CH:17]=[C:18]([S:38]([NH:41][C:42]2[CH:43]=[CH:44][C:45]([C:46]([O-:48])=[O:47])=[CH:50][CH:51]=2)(=[O:40])=[O:39])[CH:19]=1 |f:2.3,5.6.7.8|. Reported procedure: A 9.0 g portion of the product of Example 7 is dissolved in 46.5 ml of 2N sodium hydroxide and stirred for 45 minutes. The solution is neutralized with 2.7 ml of glacial acetic acid and diluted with 200 ml of ethanol. A yellow solid separates which is collected by filtration, washed with ethanol and ether, and dried to give 8.7 g of the product of the Example. Reactants: ClC(Cl)(Cl)Cl, CCOC(=O)c1csc(C)n1, CC(=O)O, [O-][I+2]([O-])O, I, [Na+], [Na+], O=S(=O)(O)O, O=S([O-])([O-])=S. Yields the product CCOC(=O)c1nc(C)sc1I. RXN SMILES: [C:33]([Cl:34])([Cl:35])([Cl:36])[Cl:37].[CH3:1][c:2]1[s:3][cH:4][c:5]([C:7](=[O:8])[O:9][CH2:10][CH3:11])[n:6]1.[CH3:29][C:30](=[O:31])[OH:32].[I+2:18]([OH:19])([O-:20])[O-:21].[I:17].[Na+:27].[Na+:28].[S:12](=[O:13])(=[O:14])([OH:15])[OH:16].[S:22]([O-:23])([O-:24])(=[O:25])=[S:26]>>[CH3:1][c:2]1[s:3][c:4]([I:18])[c:5]([C:7](=[O:8])[O:9][CH2:10][CH3:11])[n:6]1. Reactants: CC(C)(C)N, O=S(=O)(Cl)CCC1CCC(c2cc(F)ccc2F)(S(=O)(=O)c2ccc(Cl)cc2)CC1, ClCCl. Product: CC(C)(C)NS(=O)(=O)CCC1CCC(c2cc(F)ccc2F)(S(=O)(=O)c2ccc(Cl)cc2)CC1. As a reaction SMILES: [CH3:31][C:32]([CH3:33])([CH3:34])[NH2:35].[Cl:1][c:2]1[cH:3][cH:4][c:5]([S:8](=[O:9])(=[O:10])[C:11]2([c:23]3[c:24]([F:30])[cH:25][cH:26][c:27]([F:29])[cH:28]3)[CH2:12][CH2:13][CH:14]([CH2:17][CH2:18][S:19](=[O:20])(=[O:21])[Cl:22])[CH2:15][CH2:16]2)[cH:6][cH:7]1.[Cl:36][CH2:37][Cl:38]>>[Cl:1][c:2]1[cH:3][cH:4][c:5]([S:8](=[O:9])(=[O:10])[C:11]2([c:23]3[c:24]([F:30])[cH:25][cH:26][c:27]([F:29])[cH:28]3)[CH2:12][CH2:13][CH:14]([CH2:17][CH2:18][S:19](=[O:20])(=[O:21])[NH:35][C:32]([CH3:31])([CH3:33])[CH3:34])[CH2:15][CH2:16]2)[cH:6][cH:7]1.